Dataset: the Open Reaction Database (ORD), a public repository of structured organic reaction records. Task: describe an organic reaction: reactants, conditions, products, and yield Yields the product C(C(C)C)N1C(C2=CC(=CC=C2C1=O)C)CC(=O)NC(=N)N (N-[(2-isobutyl-6-methyl-3-oxo-2,3-dihydro-1H-isoindol-1-yl)acetyl]guanidine). The solvent is O (water). Reaction SMILES: CC(C)([O-])C.[K+].[Cl-].[NH2:8][C:9]([NH2:11])=[NH2+:10].[CH2:12]([N:16]1[C:24](=[O:25])[C:23]2[C:18](=[CH:19][C:20]([CH3:26])=[CH:21][CH:22]=2)[CH:17]1[CH2:27][C:28](OCC)=[O:29])[CH:13]([CH3:15])[CH3:14]>O>[CH2:12]([N:16]1[C:24](=[O:25])[C:23]2[C:18](=[CH:19][C:20]([CH3:26])=[CH:21][CH:22]=2)[CH:17]1[CH2:27][C:28]([NH:10][C:9]([NH2:11])=[NH:8])=[O:29])[CH:13]([CH3:15])[CH3:14] |f:0.1,2.3|. Conditions: temperature 20 celsius, time 40 hour. Reactants: CC(C)([O-])C.[K+] (potassium tert-butoxide), [Cl-].NC(=[NH2+])N (guanidinium chloride), C(C(C)C)N1C(C2=CC(=CC=C2C1=O)C)CC(=O)OCC (ethyl (2-isobutyl-6-methyl-3-oxo-2,3-dihydro-1H-isoindol-1-yl)acetate). The yield is 59.6%. Procedure: N-[(2-Isobutyl-6-methyl-3-oxo-2,3-dihydro-1H-isoindol-1-yl)acetyl]guanidine is prepared as described in Example 1, starting with 2.52 g of potassium tert-butoxide, 2.58 g of guanidinium chloride and 1.3 g of ethyl (2-isobutyl-6-methyl-3-oxo-2,3-dihydro-1H-isoindol-1-yl)acetate. The reaction mixture is stirred at a temperature in the region of 20° C. for 40 hours and is then poured into 150 cm3 of water and extracted with 3 times 150 cm3 of ethyl acetate. The organic extracts are combined, washed... Starting materials: BrC1=CC=C(C=C1)NC(C1=C(C=CC=C1)N)=O (N-(4-bromophenyl)-2-aminobenzamide), N1=CC=C(C=C1)N1CCC(C(=O)Cl)CC1 (N-(4-pyridyl)isonipecotoyl chloride). Yields the product Cl.N1=CC=C(C=C1)N1CCC(CC1)C(=O)NC1=C(C(=O)NC2=CC=C(C=C2)Br)C=CC=C1 (2-[[1-(4-Pyridyl)piperidin-4-ylcarbonyl]amino]-N-(4-bromophenyl)benzamide hydrochloride). The yield is 76.5%. RXN SMILES: [Br:1][C:2]1[CH:7]=[CH:6][C:5]([NH:8][C:9](=[O:17])[C:10]2[CH:15]=[CH:14][CH:13]=[CH:12][C:11]=2[NH2:16])=[CH:4][CH:3]=1.[N:18]1[CH:23]=[CH:22][C:21]([N:24]2[CH2:32][CH2:31][CH:27]([C:28]([Cl:30])=[O:29])[CH2:26][CH2:25]2)=[CH:20][CH:19]=1>>[ClH:30].[N:18]1[CH:23]=[CH:22][C:21]([N:24]2[CH2:25][CH2:26][CH:27]([C:28]([NH:16][C:11]3[CH:12]=[CH:13][CH:14]=[CH:15][C:10]=3[C:9]([NH:8][C:5]3[CH:4]=[CH:3][C:2]([Br:1])=[CH:7][CH:6]=3)=[O:17])=[O:29])[CH2:31][CH2:32]2)=[CH:20][CH:19]=1 |f:2.3|. Procedure details: Using the procedure described in Example 138, N-(4-bromophenyl)-2-aminobenzamide (0.97 mmol) and N-(4-pyridyl)isonipecotoyl chloride (1.9 mmol), purifying with RPHPLC Method A, yielded 383 mg (77%) of the title compound. Reactants: O=C(Cl)c1ccccc1, NCCn1cnc2c(N)nc3ccccc3c21, c1ccncc1. Yields the product Nc1nc2ccccc2c2c1ncn2CCNC(=O)c1ccccc1. RXN SMILES: [C:18]([c:19]1[cH:20][cH:21][cH:22][cH:23][cH:24]1)(=[O:25])[Cl:26].[NH2:1][CH2:2][CH2:3][n:4]1[cH:5][n:6][c:7]2[c:8]([NH2:17])[n:9][c:10]3[cH:11][cH:12][cH:13][cH:14][c:15]3[c:16]12.[cH:27]1[cH:28][cH:29][n:30][cH:31][cH:32]1>>[NH:1]([CH2:2][CH2:3][n:4]1[cH:5][n:6][c:7]2[c:8]([NH2:17])[n:9][c:10]3[cH:11][cH:12][cH:13][cH:14][c:15]3[c:16]12)[C:18]([c:19]1[cH:20][cH:21][cH:22][cH:23][cH:24]1)=[O:25].